Dataset: the Open Reaction Database (ORD), a public repository of structured organic reaction records. Task: describe an organic reaction: reactants, conditions, products, and yield The reactants are CI (methyl iodide), C1(CC1)S(=O)(=O)NC(OC(C)(C)C)=O (tert-butyl cyclopropylsulfonylcarbamate), [Li]CCCC (n-BuLi), [Li]CCCC (n-BuLi). Solvent: C1CCOC1 (THF). Reaction conditions: temperature -78 celsius, time 1 hour. Product: C(C)(C)(C)OC(NS(=O)(=O)C1(CC1)C)=O (tert-butyl(1-methylcyclopropyl)sulfonylcarbamate). Isolated yield 65.9%. As a reaction SMILES: [CH:1]1([S:4]([NH:7][C:8](=[O:14])[O:9][C:10]([CH3:13])([CH3:12])[CH3:11])(=[O:6])=[O:5])[CH2:3][CH2:2]1.[Li][CH2:16]CCC.CI>C1COCC1>[C:10]([O:9][C:8](=[O:14])[NH:7][S:4]([C:1]1([CH3:16])[CH2:2][CH2:3]1)(=[O:6])=[O:5])([CH3:11])([CH3:13])[CH3:12]. Reported procedure: A solution of tert-butyl cyclopropylsulfonylcarbamate (4.3 g, 20 mmol) was dissolved in dry THF (100 ml) and cooled to −78° C. To this solution was added n-BuLi (17.6 ml, 44 mmol, 2.5 M in hexane) slowly. The reaction mixture was allowed to warm to room temperature over a period of 1.5 h. This mixture was then cooled to −78° C., and a solution of n-BuLi (20 mmol, 8 ml, 2.5M in hexane) was added, stirred for 1 h and a neat solution of methyl iodide (5.68 g, 40 mmol) was added. The reaction mixtur...